This data is from the Open Reaction Database (ORD), a public repository of structured organic reaction records. The task is: describe an organic reaction: reactants, conditions, products, and yield The reactants are FC=1C(=C(C=CC1)NC1=CC(=CC=C1)[N+](=O)[O-])[N+](=O)[O-] ((3-fluoro-2-nitro-phenyl)-(3-nitro-phenyl)-amine), [NH4+].[Cl-] (NH4Cl), [H-].[Na+] (NaH), C(CC(=O)OC)(=O)OC (dimethyl malonate). Run in CS(=O)C (DMSO), CS(=O)C (DMSO). Run at time 1 hour. Yields the product COC(C(C(=O)OC)C1=C(C(=CC=C1)NC1=CC(=CC=C1)[N+](=O)[O-])[N+](=O)[O-])=O (2-[2-nitro-3-(3-nitro-phenylamino)-phenyl]-malonic acid dimethyl ester). Reaction SMILES: [H-].[Na+].[C:3]([O:10][CH3:11])(=[O:9])[CH2:4][C:5]([O:7][CH3:8])=[O:6].F[C:13]1[C:14]([N+:29]([O-:31])=[O:30])=[C:15]([NH:19][C:20]2[CH:25]=[CH:24][CH:23]=[C:22]([N+:26]([O-:28])=[O:27])[CH:21]=2)[CH:16]=[CH:17][CH:18]=1.[NH4+].[Cl-]>CS(C)=O>[CH3:8][O:7][C:5](=[O:6])[CH:4]([C:13]1[CH:18]=[CH:17][CH:16]=[C:15]([NH:19][C:20]2[CH:25]=[CH:24][CH:23]=[C:22]([N+:26]([O-:28])=[O:27])[CH:21]=2)[C:14]=1[N+:29]([O-:31])=[O:30])[C:3]([O:10][CH3:11])=[O:9] |f:0.1,4.5|. Reported procedure: To a suspension of NaH (60% dispersion in mineral oil, 0.26 g, 11 mmol) in DMSO (30 ml) is added dimethyl malonate (1.43 g, 11 mmol) slowly. The reaction is stirred at room temperature for 1 hour. After that, a solution of (3-fluoro-2-nitro-phenyl)-(3-nitro-phenyl)-amine (1.0 g, 3.6 mmol) in DMSO (5 ml) is added. The reaction is brought to 80° C. and stirred for 20 hours. It is poured into saturated NH4Cl and extracted with ethyl acetate (30 ml×3). The organic layers are combined, washed with wa... Reactants: [N+](=O)([O-])C=1C=C(C=CC1)C=1C2=C(N=CN1)N(C=C2C(=O)O)COCC[Si](C)(C)C (4-(3-nitrophenyl)-7-((2-(trimethylsilyl)ethoxy)methyl)-7H-pyrrolo[2,3-d]pyrimidine-5-carboxylic acid), NCC(C)O (1-aminopropan-2-ol), CCN=C=NCCCN(C)C (EDCI), C=1C=CC2=C(C1)N=NN2O (HOBt), CCN(C(C)C)C(C)C (DIPEA). Solvent: C1CCOC1 (THF). The product is OC(CNC(=O)C1=CN(C=2N=CN=C(C21)C2=CC(=CC=C2)[N+](=O)[O-])COCC[Si](C)(C)C)C (N-(2-hydroxypropyl)-4-(3-nitrophenyl)-7-((2-(trimethylsilyl)ethoxy)methyl)-7H-pyrrolo[2,3-d]pyrimidine-5-carboxamide). RXN SMILES: [N+:1]([C:4]1[CH:5]=[C:6]([C:10]2[C:11]3[C:18]([C:19]([OH:21])=O)=[CH:17][N:16]([CH2:22][O:23][CH2:24][CH2:25][Si:26]([CH3:29])([CH3:28])[CH3:27])[C:12]=3[N:13]=[CH:14][N:15]=2)[CH:7]=[CH:8][CH:9]=1)([O-:3])=[O:2].[NH2:30][CH2:31][CH:32]([OH:34])[CH3:33].CCN=C=NCCCN(C)C.C1C=CC2N(O)N=NC=2C=1.CCN(C(C)C)C(C)C>C1COCC1>[OH:34][CH:32]([CH3:33])[CH2:31][NH:30][C:19]([C:18]1[C:11]2[C:10]([C:6]3[CH:7]=[CH:8][CH:9]=[C:4]([N+:1]([O-:3])=[O:2])[CH:5]=3)=[N:15][CH:14]=[N:13][C:12]=2[N:16]([CH2:22][O:23][CH2:24][CH2:25][Si:26]([CH3:28])([CH3:27])[CH3:29])[CH:17]=1)=[O:21]. Reported procedure: To 4-(3-nitrophenyl)-7-((2-(trimethylsilyl)ethoxy)methyl)-7H-pyrrolo[2,3-d]pyrimidine-5-carboxylic acid (2.00 g, 4.83 mmol) in THF (50 mL), was added 1-aminopropan-2-ol (543 mg, 7.23 mmol), EDCI (1.12 g, 5.84 mmol), HOBt (800 mg, 5.92 mmol) and DIPEA (2.48 g, 19.2 mmol). The reaction was stirred for 12 hours at 25° C. and then concentrated in vacuo and quenched by addition of water. The reaction was extracted with DCM (×3) and the combined organic layers were dried over anhydrous sodium sulfate,... Conditions: temperature 25 celsius, time 12 hour. The reactants are C1=CC=C2C(=C1)C(=CN2)C(=O)C(=O)Cl (indole-3-glyoxylyl chloride), N1(CCNCC1)C(=O)OC(C)(C)C (tert-butyl 1-piperazinecarboxylate), C(C)(C)N(CC)C(C)C (diisopropylethylamine). Solvent: C(Cl)Cl (CH2Cl2). Run at time 2 hour. The product is N1C=C(C2=CC=CC=C12)C(C(=O)N)=O.N1CCNCC1 (piperazine indole-3-glyoxylamide). The yield is 95.0%. As a reaction SMILES: [CH:1]1[CH:6]=[C:5]2[C:7]([C:10]([C:12](Cl)=[O:13])=[O:11])=[CH:8][NH:9][C:4]2=[CH:3][CH:2]=1.[N:15]1(C(OC(C)(C)C)=O)[CH2:20][CH2:19][NH:18][CH2:17][CH2:16]1.C(N(C(C)C)CC)(C)C>C(Cl)Cl>[NH:9]1[C:4]2[C:5](=[CH:6][CH:1]=[CH:2][CH:3]=2)[C:7]([C:10](=[O:11])[C:12]([NH2:15])=[O:13])=[CH:8]1.[NH:15]1[CH2:20][CH2:19][NH:18][CH2:17][CH2:16]1 |f:4.5|. Reported procedure: To indole-3-glyoxylyl chloride I (3 gram, 14.45 mmol) in CH2Cl2 at room temperature was added tert-butyl 1-piperazinecarboxylate (2.7 gram, 14.45 mmol) and diisopropylethylamine (2.76 ml, 15.9 mmol). The light-brown color solution was stirred for 2 hr at room temperature after which time LC/MS analysis indicated the completion of the reaction. The solvent was removed in vacuo and the resulting residue was diluted with ethyl acetate (250 ml) and diethylether (250 ml). The organic solution was the... The reactants are C(C)(C)N(CC)C(C)C (diisopropylethylamine), C(C)(C)(C)OC(=O)N1C[C@@H](C[C@@H](C1)N(CC(C)C)C(=O)C1=NC2=C(N1CCCCOC)C=CC(=C2)F)C(=O)O ((3R,5S)-1-(tert-Butoxycarbonyl)-5-[{[5-fluoro-1-(4-methoxybutyl)-1H-benzimidazol-2-yl]carbonyl}(2-methylpropyl)amino]piperidine-3-carboxylic acid), [NH4+].N1(N=NC2=C1C=CC=C2)O (1H-1,2,3-benzotriazol-1-ol ammonium salt), CCN=C=NCCCN(C)C.Cl (WSC.HCl). Run in CN(C)C=O (DMF). Conditions: temperature 60 celsius, time 3 hour. Product: C(N)(=O)[C@H]1CN(C[C@H](C1)N(CC(C)C)C(=O)C1=NC2=C(N1CCCCOC)C=CC(=C2)F)C(=O)OC(C)(C)C (tert-butyl (3R,5S)-3-carbamoyl-5-[{[5-fluoro-1-(4-methoxybutyl)-1H-benzimidazol-2-yl]carbonyl}(2-methylpropyl)amino]piperidine-1-carboxylate). The yield is 208.0%. Reaction SMILES: [C:1]([O:5][C:6]([N:8]1[CH2:13][C@@H:12]([N:14]([C:19]([C:21]2[N:25]([CH2:26][CH2:27][CH2:28][CH2:29][O:30][CH3:31])[C:24]3[CH:32]=[CH:33][C:34]([F:36])=[CH:35][C:23]=3[N:22]=2)=[O:20])[CH2:15][CH:16]([CH3:18])[CH3:17])[CH2:11][C@@H:10]([C:37](O)=[O:38])[CH2:9]1)=[O:7])([CH3:4])([CH3:3])[CH3:2].[NH4+:40].N1(O)C2C=CC=CC=2N=N1.CCN=C=NCCCN(C)C.Cl.C(N(C(C)C)CC)(C)C>CN(C=O)C>[C:37]([C@@H:10]1[CH2:11][C@H:12]([N:14]([C:19]([C:21]2[N:25]([CH2:26][CH2:27][CH2:28][CH2:29][O:30][CH3:31])[C:24]3[CH:32]=[CH:33][C:34]([F:36])=[CH:35][C:23]=3[N:22]=2)=[O:20])[CH2:15][CH:16]([CH3:17])[CH3:18])[CH2:13][N:8]([C:6]([O:5][C:1]([CH3:3])([CH3:2])[CH3:4])=[O:7])[CH2:9]1)(=[O:38])[NH2:40] |f:1.2,3.4|. Procedure: (3R,5S)-1-(tert-Butoxycarbonyl)-5-[{[5-fluoro-1-(4-methoxybutyl)-1H-benzimidazol-2-yl]carbonyl}(2-methylpropyl)amino]piperidine-3-carboxylic acid (549 mg), 1H-1,2,3-benzotriazol-1-ol ammonium salt (304 mg) and WSC.HCl (288 mg) were dissolved in DMF (5 ml), diisopropylethylamine (517 μl) was added, and the mixture was stirred at 60° C. for 3 hr. The reaction mixture was cooled to room temperature, concentrated under reduced pressure, and the residue was diluted with aqueous sodium bicarbonate and... Reactants: BrC=1C=CC(=C(C1)C(C)=O)O (1-(5-bromo-2-hydroxyphenyl)ethan-1-one), [OH-].[Na+] (sodium hydroxide), BrCC(=O)OCC (Ethyl 2-bromoacetate). The solvent is CN(C=O)C (N,N-dimethylformamide). Reaction conditions: time 1 hour. Product: C(C)(=O)C1=C(OCC(=O)OCC)C=CC(=C1)Br (ethyl 2-(2-acetyl-4-bromophenoxy)acetate). Yield: 63.6%. RXN SMILES: [Br:1][C:2]1[CH:3]=[CH:4][C:5]([OH:11])=[C:6]([C:8](=[O:10])[CH3:9])[CH:7]=1.[OH-].[Na+].Br[CH2:15][C:16]([O:18][CH2:19][CH3:20])=[O:17]>CN(C)C=O>[C:8]([C:6]1[CH:7]=[C:2]([Br:1])[CH:3]=[CH:4][C:5]=1[O:11][CH2:15][C:16]([O:18][CH2:19][CH3:20])=[O:17])(=[O:10])[CH3:9] |f:1.2|. Procedure details: To a solution of 1-(5-bromo-2-hydroxyphenyl)ethan-1-one (10 g, 46.50 mmol) in N,N-dimethylformamide (80 mL) was added sodium hydroxide (2.23 g, 92.92 mmol) and then stirred for 1 hour at room temperature. Ethyl 2-bromoacetate (8.24 g, 49.34 mmol) was added dropwise and stirred overnight at room temperature. The reaction mixture was quenched by the addition of water (200 mL), adjusted to pH 5 with HCl (3N), extracted with ethyl acetate (50 mL×3), dried over anhydrous sodium sulfate, and concentra... The reactants are 22.2, O=C1CCN(CC1)C(=O)OCC (ethyl 4-oxo-1-piperidinecarboxylate), O1C(=CC=C1)CN1C(=NC=2C1=NC=CC2)N (3-(2-furanylmethyl)-3H-imidazo[4,5-b]pyridin-2-amine), CC1=CC=C(C=C1)S(=O)(=O)O (4-methylbenzenesulfonic acid), [BH4-].[Na+] (sodium tetrahydroborate). The solvent is C(C)(=O)O (acetic acid), O (water), O (Water), CC1=CC=CC=C1 (methylbenzene), C(C)O (ethanol). Reaction conditions: temperature 50 celsius, time 4 day. Product: O1C(=CC=C1)CN1C(=NC=2C1=NC=CC2)NC2CCN(CC2)C(=O)OCC (ethyl 4-[[3-(2-furanylmethyl)-3H-imidazo[4,5-b]pyridin-2-yl]amino]-1-piperidinecarboxylate), compound 56. Reaction SMILES: O=[C:2]1[CH2:7][CH2:6][N:5]([C:8]([O:10][CH2:11][CH3:12])=[O:9])[CH2:4][CH2:3]1.[O:13]1[CH:17]=[CH:16][CH:15]=[C:14]1[CH2:18][N:19]1[C:23]2=[N:24][CH:25]=[CH:26][CH:27]=[C:22]2[N:21]=[C:20]1[NH2:28].CC1C=CC(S(O)(=O)=O)=CC=1.[BH4-].[Na+]>O.C(O)(=O)C.C(O)C.CC1C=CC=CC=1>[O:13]1[CH:17]=[CH:16][CH:15]=[C:14]1[CH2:18][N:19]1[C:23]2=[N:24][CH:25]=[CH:26][CH:27]=[C:22]2[N:21]=[C:20]1[NH:28][CH:2]1[CH2:7][CH2:6][N:5]([C:8]([O:10][CH2:11][CH3:12])=[O:9])[CH2:4][CH2:3]1 |f:3.4|. Procedure details: A mixture of 22.2 parts of ethyl 4-oxo-1-piperidinecarboxylate, 21.4 parts of 3-(2-furanylmethyl)-3H-imidazo[4,5-b]pyridin-2-amine, 360 parts of methylbenzene and 0.1 parts of 4-methylbenzenesulfonic acid was stirred for 4 days at reflux temperature using a water separator. After cooling to 50° C., 64 parts of ethanol were added and 3.8 parts of sodium tetrahydroborate were added portionwise to the reaction mixture. Upon completion, stirring was continued for 2 hours at 50° C. After cooling, the... Starting materials: ClC1=NC=C(C(=N1)N)N (2-chloro-4,5-diaminopyrimidine), COC1=C(C(=O)O)C=CC(=C1)OCC1=CC=CC=C1 (2-methoxy-4-benzyloxy benzoic acid). Product: COC1=C(C=CC(=C1)OCC1=CC=CC=C1)C1=NC2=NC(=NC=C2N1)Cl (8-(2-Methoxy-4-benzyloxy-phenyl)-2-chloro-purine). Reaction SMILES: [Cl:1][C:2]1[N:7]=[C:6]([NH2:8])[C:5]([NH2:9])=[CH:4][N:3]=1.[CH3:10][O:11][C:12]1[CH:20]=[C:19]([O:21][CH2:22][C:23]2[CH:28]=[CH:27][CH:26]=[CH:25][CH:24]=2)[CH:18]=[CH:17][C:13]=1[C:14](O)=O>>[CH3:10][O:11][C:12]1[CH:20]=[C:19]([O:21][CH2:22][C:23]2[CH:28]=[CH:27][CH:26]=[CH:25][CH:24]=2)[CH:18]=[CH:17][C:13]=1[C:14]1[NH:9][C:5]2[C:6](=[N:7][C:2]([Cl:1])=[N:3][CH:4]=2)[N:8]=1. Reported procedure: Prepared analogously to Example 5 from 2-chloro-4,5-diaminopyrimidine and 2-methoxy-4-benzyloxy benzoic acid. Starting materials: B, C1CCOC1, CCC1C(=O)N(C(Cc2ccc3ccccc3c2)C(=O)OC)CCN1S(=O)(=O)c1ccccc1[N+](=O)[O-], CO, C1CCOC1. Product: CCC1CN(C(Cc2ccc3ccccc3c2)C(=O)OC)CCN1S(=O)(=O)c1ccccc1[N+](=O)[O-]. RXN SMILES: [BH3:43].[CH2:46]1[O:47][CH2:48][CH2:49][CH2:50]1.[CH3:1][O:2][C:3]([CH:4]([CH2:5][c:6]1[cH:7][c:8]2[cH:9][cH:10][cH:11][cH:12][c:13]2[cH:14][cH:15]1)[N:16]1[C:17](=[O:36])[CH:18]([CH2:34][CH3:35])[N:19]([S:22](=[O:23])(=[O:24])[c:25]2[c:26]([N+:31](=[O:32])[O-:33])[cH:27][cH:28][cH:29][cH:30]2)[CH2:20][CH2:21]1)=[O:37].[CH3:44][OH:45].[O:38]1[CH2:39][CH2:40][CH2:41][CH2:42]1>>[CH3:1][O:2][C:3]([CH:4]([CH2:5][c:6]1[cH:7][c:8]2[cH:9][cH:10][cH:11][cH:12][c:13]2[cH:14][cH:15]1)[N:16]1[CH2:17][CH:18]([CH2:34][CH3:35])[N:19]([S:22](=[O:23])(=[O:24])[c:25]2[c:26]([N+:31](=[O:32])[O-:33])[cH:27][cH:28][cH:29][cH:30]2)[CH2:20][CH2:21]1)=[O:37].